Dataset: the Open Reaction Database (ORD), a public repository of structured organic reaction records. Task: describe an organic reaction: reactants, conditions, products, and yield Reaction conditions: time 2 hour. The yield is 82.6%. As a reaction SMILES: [CH3:1][C:2]1[CH:7]=[C:6]([O:8][CH2:9][C:10]2[CH:15]=[CH:14][CH:13]=[CH:12][CH:11]=2)[CH:5]=[C:4]([CH3:16])[C:3]=1[NH:17][C:18](=[O:32])[CH2:19][N:20]1[CH2:25][CH2:24][N:23]2C(C)(C)[NH:27][C:28](=[O:29])[CH:22]2[CH2:21]1.Cl.[OH-].[Na+]>>[NH2:27][C:28]([CH:22]1[NH:23][CH2:24][CH2:25][N:20]([CH2:19][C:18]([NH:17][C:3]2[C:2]([CH3:1])=[CH:7][C:6]([O:8][CH2:9][C:10]3[CH:11]=[CH:12][CH:13]=[CH:14][CH:15]=3)=[CH:5][C:4]=2[CH3:16])=[O:32])[CH2:21]1)=[O:29] |f:2.3|. The product is NC(=O)C1CN(CCN1)CC(=O)NC1=C(C=C(C=C1C)OCC1=CC=CC=C1)C (3-(aminocarbonyl)-N-[2,6-dimethyl-4-(phenylmethoxy)phenyl]-1-piperazineacetamide). The reactants are 11.10, CC1=C(C(=CC(=C1)OCC1=CC=CC=C1)C)NC(CN1CC2N(CC1)C(NC2=O)(C)C)=O (N-[2,6-dimethyl-4-(phenylmethoxy)phenyl]hexahydro-3,3-dimethyl-1-oxoimidazo[1,5-a]pyrazine-7(8H)acetamide), Cl (hydrochloric acid), [OH-].[Na+] (sodium hydroxide). Procedure: A mixture of 11.10 parts of N-[2,6-dimethyl-4-(phenylmethoxy)phenyl]hexahydro-3,3-dimethyl-1-oxoimidazo[1,5-a]pyrazine-7(8H)acetamide and 100 parts of a hydrochloric acid solution 0.5N was stirred for 2 hours at reflux temperature. After cooling, the reaction mixture was treated with a sodium hydroxide solution 50%. The product was extracted twice with dichloromethane. The combined extracts were dried. filtered and evaporated. The residue was suspended in 2,2'-oxybispropane. The product was filt... The reactants are [Br-], CCOC(=O)CCC(Oc1cc(OCc2ccsc2)ccc1C(C)=O)c1ccccc1C, C[P+](c1ccccc1)(c1ccccc1)c1ccccc1, [Li]CCCC, C1CCOC1. Product: C=C(C)c1ccc(OCc2ccsc2)cc1OC(CCC(=O)OCC)c1ccccc1C. Reaction SMILES: [Br-:38].[C:6]([CH3:7])(=[O:8])[c:9]1[c:10]([O:11][CH:12]([CH2:13][CH2:14][C:15](=[O:16])[O:17][CH2:18][CH3:19])[c:20]2[c:21]([CH3:26])[cH:22][cH:23][cH:24][cH:25]2)[cH:27][c:28]([O:31][CH2:32][c:33]2[cH:34][s:35][cH:36][cH:37]2)[cH:29][cH:30]1.[CH3:39][P+:40]([c:41]1[cH:42][cH:43][cH:44][cH:45][cH:46]1)([c:47]1[cH:48][cH:49][cH:50][cH:51][cH:52]1)[c:53]1[cH:54][cH:55][cH:56][cH:57][cH:58]1.[Li:1][CH2:2][CH2:3][CH2:4][CH3:5].[O:59]1[CH2:60][CH2:61][CH2:62][CH2:63]1>>[CH2:2]=[C:6]([CH3:7])[c:9]1[c:10]([O:11][CH:12]([CH2:13][CH2:14][C:15](=[O:16])[O:17][CH2:18][CH3:19])[c:20]2[c:21]([CH3:26])[cH:22][cH:23][cH:24][cH:25]2)[cH:27][c:28]([O:31][CH2:32][c:33]2[cH:34][s:35][cH:36][cH:37]2)[cH:29][cH:30]1. The reactants are [Li+].[OH-] (LiOH), C(C)OC(C(CNC(C1=CC(=C(C=C1)OC(CC1CCCCC1)C1=CC=C(C=C1)C1=CC=C(C=C1)C(F)(F)F)C)=O)C)=O ((±)-3-{4-[2-cyclohexyl-1-(4′-trifluoromethyl-biphenyl-4-yl)-ethoxy]-3-methyl-benzoylamino}-2-methyl-propionic acid ethyl ester), Cl (HCl). Run in C1CCOC1 (THF). Run at time 4 day. The product is C1(CCCCC1)CC(OC1=CC=C(C(=O)NCC(C(=O)O)O)C=C1)C1=CC=C(C=C1)C1=CC=C(C=C1)C(F)(F)F ((±)-3-{4-[2-cyclohexyl-1-(4′-trifluoromethyl-biphenyl-4-yl)-ethoxy]-benzoylamino}-2-hydroxy-propionic acid). Yield: 87.0%. Reaction SMILES: C([O:3][C:4](=[O:43])[CH:5](C)[CH2:6][NH:7][C:8](=[O:41])[C:9]1[CH:14]=[CH:13][C:12]([O:15][CH:16]([C:24]2[CH:29]=[CH:28][C:27]([C:30]3[CH:35]=[CH:34][C:33]([C:36]([F:39])([F:38])[F:37])=[CH:32][CH:31]=3)=[CH:26][CH:25]=2)[CH2:17][CH:18]2[CH2:23][CH2:22][CH2:21][CH2:20][CH2:19]2)=[C:11](C)[CH:10]=1)C.[Li+].[OH-:45].Cl>C1COCC1>[CH:18]1([CH2:17][CH:16]([C:24]2[CH:25]=[CH:26][C:27]([C:30]3[CH:35]=[CH:34][C:33]([C:36]([F:38])([F:37])[F:39])=[CH:32][CH:31]=3)=[CH:28][CH:29]=2)[O:15][C:12]2[CH:13]=[CH:14][C:9]([C:8]([NH:7][CH2:6][CH:5]([OH:45])[C:4]([OH:3])=[O:43])=[O:41])=[CH:10][CH:11]=2)[CH2:23][CH2:22][CH2:21][CH2:20][CH2:19]1 |f:1.2|. Procedure: To a mixture of (±)-3-{4-[2-cyclohexyl-1-(4′-trifluoromethyl-biphenyl-4-yl)-ethoxy]-3-methyl-benzoylamino}-2-methyl-propionic acid ethyl ester (0.0571 g, 0.0978 mmol) in THF (1.0 mL) is added LiOH (1N aqueous, 1.0 mL) and stirred at RT for 4 d. The reaction mixture is acidified with 1N HCl (1.0 mL) and extracted with EtOAc (3×10 mL). Combined organic extracts are dried over Na2SO4, filtered, and conc. to provide (±)-3-{4-[2-cyclohexyl-1-(4′-trifluoromethyl-biphenyl-4-yl)-ethoxy]-benzoylamino}-2-... Reactants: CCCS, CC(C)(C)[O-], COc1ccccc1N1CCN(CC(N)CC2CCCCC2)CC1, [K+], CN(C)C=O. Yields the product NC(CC1CCCCC1)CN1CCN(c2ccccc2O)CC1. Reaction SMILES: [CH2:7]([SH:8])[CH2:9][CH3:10].[CH3:1][C:2]([CH3:3])([O-:4])[CH3:5].[CH:11]1([CH2:17][CH:18]([CH2:19][N:20]2[CH2:21][CH2:22][N:23]([c:26]3[c:27]([O:32][CH3:33])[cH:28][cH:29][cH:30][cH:31]3)[CH2:24][CH2:25]2)[NH2:34])[CH2:12][CH2:13][CH2:14][CH2:15][CH2:16]1.[K+:6].[O:35]=[CH:36][N:37]([CH3:38])[CH3:39]>>[CH:11]1([CH2:17][CH:18]([CH2:19][N:20]2[CH2:21][CH2:22][N:23]([c:26]3[c:27]([OH:32])[cH:28][cH:29][cH:30][cH:31]3)[CH2:24][CH2:25]2)[NH2:34])[CH2:12][CH2:13][CH2:14][CH2:15][CH2:16]1. Starting materials: Cc1cc(Br)ccc1C(=O)O, CCOC(C)=O, NC1CC1, O=S(Cl)Cl, c1ccncc1. Product: Cc1cc(Br)ccc1C(=O)NC1CC1. Reaction SMILES: [Br:1][c:2]1[cH:3][c:4]([CH3:11])[c:5]([C:6](=[O:7])[OH:8])[cH:9][cH:10]1.[CH3:26][CH2:27][O:28][C:29]([CH3:30])=[O:31].[CH:16]1([NH2:19])[CH2:17][CH2:18]1.[S:12]([Cl:13])([Cl:14])=[O:15].[cH:20]1[cH:21][cH:22][n:23][cH:24][cH:25]1>>[Br:1][c:2]1[cH:3][c:4]([CH3:11])[c:5]([C:6](=[O:8])[NH:19][CH:16]2[CH2:17][CH2:18]2)[cH:9][cH:10]1. Reactants: NC1=C(C=CC=C1)N (1,2-Diaminobenzene), N1(CCCC1)CCCOC1=CC=C(C=O)C=C1 (4-[3-(1-pyrrolidinyl)propoxy]benzaldehyde), S([O-])(O)=O.[Na+] (sodium bisulfite). Run in CO (methanol). Product: N1(CCCC1)CCCOC1=CC=C(C=C1)C1=NC2=C(N1)C=CC=C2 (2-[4-[3-(1-pyrrolidinyl)propoxy]phenyl]-1H-benzimidazole). Isolated yield 34.0%. RXN SMILES: [NH2:1][C:2]1[CH:7]=[CH:6][CH:5]=[CH:4][C:3]=1[NH2:8].[N:9]1([CH2:14][CH2:15][CH2:16][O:17][C:18]2[CH:25]=[CH:24][C:21]([CH:22]=O)=[CH:20][CH:19]=2)[CH2:13][CH2:12][CH2:11][CH2:10]1.S(=O)(O)[O-].[Na+]>CO>[N:9]1([CH2:14][CH2:15][CH2:16][O:17][C:18]2[CH:25]=[CH:24][C:21]([C:22]3[NH:8][C:3]4[CH:4]=[CH:5][CH:6]=[CH:7][C:2]=4[N:1]=3)=[CH:20][CH:19]=2)[CH2:13][CH2:12][CH2:11][CH2:10]1 |f:2.3|. Procedure: 1,2-Diaminobenzene (4.65 g), 4-[3-(1-pyrrolidinyl)propoxy]benzaldehyde (Step B) (10.0 g) and sodium bisulfite (4.60 g) are stirred at reflux in methanol (300 mL) for 14 hours. The mixture is filtered and evaporated. The residue is recrystallized from hot ethyl acetate/ethanol to give 4.68 g of the title compound as a yellow solid. Starting materials: ClC1=C2CCN(C2=CC=C1F)[C@@H]1C(OCC1)=O ((S)-3-(4-chloro-5-fluoroindolin-1-yl)dihydrofuran-2(3H)-one), Cl (HCl), C[Al](C)C (trimethylaluminum), hexanes, NC1=CC=C(C=N1)S(=O)(=O)NC=1SC=CN1 (6-amino-N-(thiazol-2-yl)pyridine-3-sulfonamide). Solvent: ClCCCl (DCE), ClCCCl (DCE). Reaction conditions: time 30 minute. Yields the product ClC1=C2CCN(C2=CC=C1F)[C@H](C(=O)NC1=NC=C(C=C1)S(NC=1SC=CN1)(=O)=O)CCO ((S)-2-(4-chloro-5-fluoroindolin-1-yl)-4-hydroxy-N-(5-(N-thiazol-2-ylsulfamoyl)pyridine-2-yl)butanamide). The yield is 25.5%. RXN SMILES: [NH2:1][C:2]1[N:7]=[CH:6][C:5]([S:8]([NH:11][C:12]2[S:13][CH:14]=[CH:15][N:16]=2)(=[O:10])=[O:9])=[CH:4][CH:3]=1.C[Al](C)C.[Cl:21][C:22]1[C:30]([F:31])=[CH:29][CH:28]=[C:27]2[C:23]=1[CH2:24][CH2:25][N:26]2[C@H:32]1[CH2:36][CH2:35][O:34][C:33]1=[O:37].Cl>ClCCCl>[Cl:21][C:22]1[C:30]([F:31])=[CH:29][CH:28]=[C:27]2[C:23]=1[CH2:24][CH2:25][N:26]2[C@@H:32]([CH2:36][CH2:35][OH:34])[C:33]([NH:1][C:2]1[CH:3]=[CH:4][C:5]([S:8](=[O:9])(=[O:10])[NH:11][C:12]2[S:13][CH:14]=[CH:15][N:16]=2)=[CH:6][N:7]=1)=[O:37]. Procedure details: Prepared using General Procedure 2. To a stirring suspension of the 6-amino-N-(thiazol-2-yl)pyridine-3-sulfonamide (92 mg, 0.36 mmol) and DCE (2.0 mL) under N2, at RT, was added 2 M trimethylaluminum in hexanes (0.18 mL, 0.36 mmol) dropwise over 5 minutes. The solution was stirred at ambient temperature for 30 minutes. To this solution was added, a solution of (S)-3-(4-chloro-5-fluoroindolin-1-yl)dihydrofuran-2(3H)-one (92 mg, 0.36 mmol) in DCE (1.0 mL) over 5 minutes. The solution was stirred a... Starting materials: CN1C(=NC(=C1C=NOCCO)C)C1=CC=CC=C1 (2-(1,4-dimethyl-2-phenylimidazol-5-ylmethyleneaminooxy)ethanol), N(=NC(=O)OCC)C(=O)OCC (diethyl azodicarboxylate), OC1=CC=C(CC2C(N(C(S2)=O)C(C2=CC=CC=C2)(C2=CC=CC=C2)C2=CC=CC=C2)=O)C=C1 (5-(4-hydroxy-benzyl)-3-tritylthiazolidine-2,4-dione), C1(=CC=CC=C1)P(C1=CC=CC=C1)C1=CC=CC=C1 (triphenylphosphine). Product: CN1C(=NC(=C1C=NOCCOC1=CC=C(CC2C(N(C(S2)=O)C(C2=CC=CC=C2)(C2=CC=CC=C2)C2=CC=CC=C2)=O)C=C1)C)C1=CC=CC=C1 (5-{4-[2-(1,4-Dimethyl-2-phenylimidazol-5-ylmethyleneaminooxy)ethoxy]benzyl}-3-tritylthiazolidine-2,4-dione). The yield is 73.4%. As a reaction SMILES: [CH3:1][N:2]1[C:6]([CH:7]=[N:8][O:9][CH2:10][CH2:11][OH:12])=[C:5]([CH3:13])[N:4]=[C:3]1[C:14]1[CH:19]=[CH:18][CH:17]=[CH:16][CH:15]=1.O[C:21]1[CH:53]=[CH:52][C:24]([CH2:25][CH:26]2[S:30][C:29](=[O:31])[N:28]([C:32]([C:45]3[CH:50]=[CH:49][CH:48]=[CH:47][CH:46]=3)([C:39]3[CH:44]=[CH:43][CH:42]=[CH:41][CH:40]=3)[C:33]3[CH:38]=[CH:37][CH:36]=[CH:35][CH:34]=3)[C:27]2=[O:51])=[CH:23][CH:22]=1.C1(P(C2C=CC=CC=2)C2C=CC=CC=2)C=CC=CC=1.N(C(OCC)=O)=NC(OCC)=O>>[CH3:1][N:2]1[C:6]([CH:7]=[N:8][O:9][CH2:10][CH2:11][O:12][C:21]2[CH:53]=[CH:52][C:24]([CH2:25][CH:26]3[S:30][C:29](=[O:31])[N:28]([C:32]([C:45]4[CH:50]=[CH:49][CH:48]=[CH:47][CH:46]=4)([C:39]4[CH:40]=[CH:41][CH:42]=[CH:43][CH:44]=4)[C:33]4[CH:38]=[CH:37][CH:36]=[CH:35][CH:34]=4)[C:27]3=[O:51])=[CH:23][CH:22]=2)=[C:5]([CH3:13])[N:4]=[C:3]1[C:14]1[CH:19]=[CH:18][CH:17]=[CH:16][CH:15]=1. Reported procedure: Following a procedure similar to that described in Example 1(a), but using 420 mg of 2-(1,4-dimethyl-2-phenylimidazol-5-ylmethyleneaminooxy)ethanol (prepared as described in Preparation 24), 580 mg of 5-(4-hydroxy-benzyl)-3-tritylthiazolidine-2,4-dione, 425 mg of triphenylphosphine and 282 mg of diethyl azodicarboxylate, 646 mg of the title compound were obtained as a foam-like solid.